From a dataset of the Open Reaction Database (ORD), a public repository of structured organic reaction records. describe an organic reaction: reactants, conditions, products, and yield Starting materials: COc1cc(C(=O)N2CCC(CCN3CCCN(c4nc5ccccc5[nH]4)CC3)(c3ccccc3)C2)cc(OC)c1OC, [Li]C(C)CC, C=CS(=O)(=O)c1ccccc1, C1CCOC1, O. Product: COc1cc(C(=O)N2CCC(CCN3CCCN(c4nc5ccccc5n4CCS(=O)(=O)c4ccccc4)CC3)(c3ccccc3)C2)cc(OC)c1OC. As a reaction SMILES: [CH3:1][O:2][c:3]1[cH:4][c:5]([C:6](=[O:7])[N:8]2[CH2:9][C:10]([c:13]3[cH:14][cH:15][cH:16][cH:17][cH:18]3)([CH2:19][CH2:20][N:21]3[CH2:22][CH2:23][N:24]([c:28]4[n:29][c:30]5[c:31]([nH:32]4)[cH:33][cH:34][cH:35][cH:36]5)[CH2:25][CH2:26][CH2:27]3)[CH2:11][CH2:12]2)[cH:37][c:38]([O:42][CH3:43])[c:39]1[O:40][CH3:41].[CH:49]([Li:50])([CH2:51][CH3:52])[CH3:53].[CH:54](=[CH2:55])[S:56](=[O:57])(=[O:58])[c:59]1[cH:60][cH:61][cH:62][cH:63][cH:64]1.[O:44]1[CH2:45][CH2:46][CH2:47][CH2:48]1.[OH2:65]>>[CH3:1][O:2][c:3]1[cH:4][c:5]([C:6](=[O:7])[N:8]2[CH2:9][C:10]([c:13]3[cH:14][cH:15][cH:16][cH:17][cH:18]3)([CH2:19][CH2:20][N:21]3[CH2:22][CH2:23][N:24]([c:28]4[n:29]([CH2:55][CH2:54][S:56](=[O:57])(=[O:58])[c:59]5[cH:60][cH:61][cH:62][cH:63][cH:64]5)[c:30]5[c:31]([n:32]4)[cH:33][cH:34][cH:35][cH:36]5)[CH2:25][CH2:26][CH2:27]3)[CH2:11][CH2:12]2)[cH:37][c:38]([O:42][CH3:43])[c:39]1[O:40][CH3:41].